Dataset: the Open Reaction Database (ORD), a public repository of structured organic reaction records. Task: describe an organic reaction: reactants, conditions, products, and yield Reactants: [H-].[Na+] (sodium hydride), COC(C(CCCCCCC(=O)OC)S(=O)(=O)C)=O (dimethyl-2-methylsulfonylazelate), ICCCC(CCCCC)OC(C)=O (1-iodo-4-acetoxynonane). Solvent: CN(C=O)C (dimethylformamide). Conditions: time 1 hour. The product is CS(=O)(=O)C(CCCCCCC(=O)O)CCCC(CCCCC)O (8-methylsulfonyl-12-hydroxyheptadecanoic acid). The yield is 129.3%. Reaction SMILES: [H-].[Na+].CO[C:5](=O)[CH:6]([S:17]([CH3:20])(=[O:19])=[O:18])[CH2:7][CH2:8][CH2:9][CH2:10][CH2:11][CH2:12][C:13]([O:15]C)=[O:14].IC[CH2:24][CH2:25][CH:26]([O:32]C(=O)C)[CH2:27][CH2:28][CH2:29][CH2:30][CH3:31]>CN(C)C=O>[CH3:20][S:17]([CH:6]([CH2:5][CH2:24][CH2:25][CH:26]([OH:32])[CH2:27][CH2:28][CH2:29][CH2:30][CH3:31])[CH2:7][CH2:8][CH2:9][CH2:10][CH2:11][CH2:12][C:13]([OH:15])=[O:14])(=[O:18])=[O:19] |f:0.1|. Procedure: A suspension of 57% sodium hydride/mineral oil (3.84 g., 0.091 mole) is washed by decantation with petroleum ether to remove the mineral oil. The residual solid is suspended in dry dimethylformamide (100 ml.) and treated with a solution of dimethyl-2-methylsulfonylazelate (23.5 g., 0.08 mole) in dry dimethylformamide (60 ml.) added dropwise at ambient temperature under a nitrogen atmosphere. The resulting solution is stirred for 1 hour at room temperature, cooled to ~10° C., and treated with 1-i... Reactants: CN1c2cscc2C(=O)Nc2cccnc21, CN(C)CCCCl, CN(C)C=O, [O-][Cl+3]([O-])([O-])[O-], O. Yields the product CN(C)CCCN1C(=O)c2cscc2N(C)c2ncccc21. Reaction SMILES: [CH3:13][N:14]1[c:15]2[c:16]([cH:25][cH:26][cH:27][n:28]2)[NH:17][C:18](=[O:24])[c:19]2[c:20]1[cH:21][s:22][cH:23]2.[CH3:1][N:2]([CH3:3])[CH2:4][CH2:5][CH2:6][Cl:7].[CH3:8][N:9]([CH3:10])[CH:11]=[O:12].[O-:29][Cl+3:30]([O-:31])([O-:32])[O-:33].[OH2:34]>>[CH3:1][N:2]([CH3:3])[CH2:4][CH2:5][CH2:6][N:17]1[c:16]2[c:15]([n:28][cH:27][cH:26][cH:25]2)[N:14]([CH3:13])[c:20]2[c:19]([cH:23][s:22][cH:21]2)[C:18]1=[O:24]. Reactants: C1CCOC1 (THF), O (water), N(=[N+]=[N-])CC1(OC(NC2=C1C=C(C=C2)Cl)=O)C(F)(F)F (4-(azidomethyl)-6-chloro-4-(trifluoromethyl)-1,4-dihydro-2H-3,1-benzoxazin-2-one), P(OC)(OC)OC (trimethyl phosphite), O (water). Run in C(C)(=O)OCC (ethyl acetate). Conditions: temperature 60 celsius, time 5 hour. Yields the product Cl.ClC=1C=CC2=C(C(OC(N2)=O)(C(F)(F)F)CN)C1 ([6-chloro-2-oxo-4-(trifluoromethyl)-1,4-dihydro-2H-3,1-benzoxazin-4-yl]methylamine hydrochloride). RXN SMILES: C1COCC1.O.[N:7]([CH2:10][C:11]1([C:23]([F:26])([F:25])[F:24])[C:16]2[CH:17]=[C:18]([Cl:21])[CH:19]=[CH:20][C:15]=2[NH:14][C:13](=[O:22])[O:12]1)=[N+]=[N-].P(OC)(OC)OC>C(OCC)(=O)C>[ClH:21].[Cl:21][C:18]1[CH:19]=[CH:20][C:15]2[NH:14][C:13](=[O:22])[O:12][C:11]([CH2:10][NH2:7])([C:23]([F:25])([F:26])[F:24])[C:16]=2[CH:17]=1 |f:5.6|. Procedure details: To a mixed solution of THF (20 mL) and water (10 mL) containing 4-(azidomethyl)-6-chloro-4-(trifluoromethyl)-1,4-dihydro-2H-3,1-benzoxazin-2-one (2.59 g, 8.44 mmol), trimethyl phosphite (2 mL, 16.9 mmol) was added at room temperature, and the reaction solution was stirred at 60° C. for 5 hours. After the reaction solution was left to cool, water was added thereto, and the resulting solution was diluted with ethyl acetate and the organic layer was separated. The organic layer was washed with satu... Reactants: C(C1=CC=CC=C1)(C1=CC=CC=C1)(C1=CC=CC=C1)Cl (Trityl chloride), [Si](C)(C)(C(C)(C)C)O[C@H]([C@@H](/C=C/CO)C)CCO[Si](C)(C)C(C)(C)C ((4R,5S,2E)-5,7-bis(tert-Butyldimethylsilyloxy)-4-methylhept-2-en-1-ol). The reagents and catalysts are CN(C)C=1C=CN=CC1 (DMAP), [O-]S(=O)(=O)[O-].[Cu+2] (CuSO4). The solvent is N1=CC=CC=C1 (pyridine). Product: [Si](C)(C)(C(C)(C)C)O[C@H]([C@@H](/C=C/COC(C1=CC=CC=C1)(C1=CC=CC=C1)C1=CC=CC=C1)C)CCO[Si](C)(C)C(C)(C)C (((4R,5S,2E)-5,7-bis(tert-Butyldimethylsilyloxy)-4-methylhept-2-enyloxy)triphenylmethane). The yield is 99.5%. As a reaction SMILES: [C:1](Cl)([C:14]1[CH:19]=[CH:18][CH:17]=[CH:16][CH:15]=1)([C:8]1[CH:13]=[CH:12][CH:11]=[CH:10][CH:9]=1)[C:2]1[CH:7]=[CH:6][CH:5]=[CH:4][CH:3]=1.[Si:21]([O:28][C@@H:29]([CH2:36][CH2:37][O:38][Si:39]([C:42]([CH3:45])([CH3:44])[CH3:43])([CH3:41])[CH3:40])[C@H:30]([CH3:35])/[CH:31]=[CH:32]/[CH2:33][OH:34])([C:24]([CH3:27])([CH3:26])[CH3:25])([CH3:23])[CH3:22]>CN(C1C=CN=CC=1)C.N1C=CC=CC=1.[O-]S([O-])(=O)=O.[Cu+2]>[Si:21]([O:28][C@@H:29]([CH2:36][CH2:37][O:38][Si:39]([C:42]([CH3:43])([CH3:45])[CH3:44])([CH3:40])[CH3:41])[C@H:30]([CH3:35])/[CH:31]=[CH:32]/[CH2:33][O:34][C:1]([C:14]1[CH:19]=[CH:18][CH:17]=[CH:16][CH:15]=1)([C:8]1[CH:13]=[CH:12][CH:11]=[CH:10][CH:9]=1)[C:2]1[CH:7]=[CH:6][CH:5]=[CH:4][CH:3]=1)([C:24]([CH3:25])([CH3:26])[CH3:27])([CH3:23])[CH3:22] |f:4.5|. Reported procedure: Trityl chloride (4.1 g, 14.7 mmol) and DMAP (1.8 g, 14.7 mmol) were added to a solution of alcohol 11 (2.75 g, 7.1 mmol) in pyridine (71 mL). The mixture was heated to reflux for 18 h, cooled to ambient temperature and added to a solution of sat'd CuSO4 (200 mL). The mixture was extracted with Et2O (2×20 mL) and the combined organic extracts were washed sat'd CuSO4 (2×20 mL). The organic layer was separated, dried (MgSO4), filtered, and concentrated in vacuo. Flash column chromatography (EtOAc/h... The reactants are CN1N=CC(=C1N1CCC(CCC1)(O)C(F)(F)F)[N+](=O)[O-] (1-(1-methyl-4-nitro-1H-pyrazol-5-yl)-4-(trifluoromethyl)azepan-4-ol), C(C)(C)(C)OC(=O)NC1=C(N=C(S1)C1=C(C=CC=C1F)F)C(=O)O (5-(tert-butoxycarbonylamino)-2-(2,6-difluorophenyl)-thiazole-4-carboxylic acid). Product: NC1=C(N=C(S1)C1=C(C=CC=C1F)F)C(=O)NC=1C=NN(C1N1CCC(CCC1)(C(F)(F)F)O)C (5-amino-2-(2,6-difluorophenyl)-N-[5-[4-hydroxy-4-(trifluoromethyl)azepan-1-yl]-1-methyl-pyrazol-4-yl]thiazole-4-carboxamide). The yield is 29.0%. As a reaction SMILES: [CH3:1][N:2]1[C:6]([N:7]2[CH2:13][CH2:12][CH2:11][C:10]([C:15]([F:18])([F:17])[F:16])([OH:14])[CH2:9][CH2:8]2)=[C:5]([N+:19]([O-])=O)[CH:4]=[N:3]1.C(OC([NH:29][C:30]1[S:34][C:33]([C:35]2[C:40]([F:41])=[CH:39][CH:38]=[CH:37][C:36]=2[F:42])=[N:32][C:31]=1[C:43](O)=[O:44])=O)(C)(C)C>>[NH2:29][C:30]1[S:34][C:33]([C:35]2[C:40]([F:41])=[CH:39][CH:38]=[CH:37][C:36]=2[F:42])=[N:32][C:31]=1[C:43]([NH:19][C:5]1[CH:4]=[N:3][N:2]([CH3:1])[C:6]=1[N:7]1[CH2:13][CH2:12][CH2:11][C:10]([OH:14])([C:15]([F:18])([F:17])[F:16])[CH2:9][CH2:8]1)=[O:44]. Reported procedure: Following the procedure for Example 101 starting from 1-(1-methyl-4-nitro-1H-pyrazol-5-yl)-4-(trifluoromethyl)azepan-4-ol and 5-(tert-butoxycarbonylamino)-2-(2,6-difluorophenyl)-thiazole-4-carboxylic acid gave 405 as a pale brown solid (53 mg, 29% over three steps). 1H NMR (400 MHz, CDCl3) δ 8.95 (s, 1H), 7.94 (s, 1H), 7.39-7.28 (m, 1H), 7.02 (t, J=8.7 Hz, 2H), 6.21 (s, 2H), 3.73 (s, 3H), 3.46 (ddd, J=13.7, 8.5, 5.0 Hz, 1H), 3.29-3.18 (m, 3H), 2.95 (s, 1H), 2.15-1.97 (m, 5H), 1.87-1.77 (m, 1H). ... Reactants: Cc1ccccc1CNC(=O)c1cc(C(F)(F)F)nn1-c1csc(CNC(=O)C(C)NC(=O)OC(C)(C)C)c1, CO, ClCCl, O=C(O)C(F)(F)F. The product is Cc1ccccc1CNC(=O)c1cc(C(F)(F)F)nn1-c1csc(CNC(=O)C(C)N)c1, O=C(O)C(F)(F)F. RXN SMILES: [CH3:1][c:2]1[c:3]([CH2:4][NH:5][C:6](=[O:7])[c:8]2[cH:9][c:10]([C:32]([F:33])([F:34])[F:35])[n:11][n:12]2-[c:13]2[cH:14][c:15]([CH2:18][NH:19][C:20]([CH:21]([CH3:22])[NH:23][C:24](=[O:25])[O:26][C:27]([CH3:28])([CH3:29])[CH3:30])=[O:31])[s:16][cH:17]2)[cH:36][cH:37][cH:38][cH:39]1.[CH3:50][OH:51].[Cl:47][CH2:48][Cl:49].[F:40][C:41]([C:42](=[O:43])[OH:44])([F:45])[F:46]>>[CH3:1][c:2]1[c:3]([CH2:4][NH:5][C:6](=[O:7])[c:8]2[cH:9][c:10]([C:32]([F:33])([F:34])[F:35])[n:11][n:12]2-[c:13]2[cH:14][c:15]([CH2:18][NH:19][C:20]([CH:21]([CH3:22])[NH2:23])=[O:31])[s:16][cH:17]2)[cH:36][cH:37][cH:38][cH:39]1.[F:40][C:41]([C:42](=[O:43])[OH:44])([F:45])[F:46]. Starting materials: C(C)NC(=O)C=1C(C(=C(NC1C)C)C(=O)OCCN1C(C=2C(C1=O)=CC=CC2)=O)C2=C(C=CC=C2)OCC2=CC=CC=C2 (N-ethyl 4-(2-benzyloxyphenyl)-1,4-dihydro-2,6-dimethyl-3-(2-phthalimido-ethoxycarbonyl)-pyridine-5-carboxamide), O.NN (hydrazine hydrate). Run in C(C)O (ethanol). Yields the product C(C)NC(=O)C=1C(C(=C(NC1C)C)C(=O)OCCN)C1=C(C=CC=C1)OCC1=CC=CC=C1 (N-Ethyl 3-(2-aminoethoxycarbonyl)-4-(2-benzyloxyphenyl)-1,4-dihydro-2,6-dimethyl-pyridine-5-carboxamide). As a reaction SMILES: [CH2:1]([NH:3][C:4]([C:6]1[CH:7]([C:30]2[CH:35]=[CH:34][CH:33]=[CH:32][C:31]=2[O:36][CH2:37][C:38]2[CH:43]=[CH:42][CH:41]=[CH:40][CH:39]=2)[C:8]([C:14]([O:16][CH2:17][CH2:18][N:19]2C(=O)C3=CC=CC=C3C2=O)=[O:15])=[C:9]([CH3:13])[NH:10][C:11]=1[CH3:12])=[O:5])[CH3:2].O.NN>C(O)C>[CH2:1]([NH:3][C:4]([C:6]1[CH:7]([C:30]2[CH:35]=[CH:34][CH:33]=[CH:32][C:31]=2[O:36][CH2:37][C:38]2[CH:39]=[CH:40][CH:41]=[CH:42][CH:43]=2)[C:8]([C:14]([O:16][CH2:17][CH2:18][NH2:19])=[O:15])=[C:9]([CH3:13])[NH:10][C:11]=1[CH3:12])=[O:5])[CH3:2] |f:1.2|. Procedure details: A solution of 11.0 g (18.97 mmol) of N-ethyl 4-(2-benzyloxyphenyl)-1,4-dihydro-2,6-dimethyl-3-(2-phthalimido-ethoxycarbonyl)-pyridine-5-carboxamide (Example 28) and 95.0 mmol of hydrazine hydrate are heated under reflux in 100 ml of ethanol for 2 h. The solution is then cooled and the residue is filtered. The latter is subsequently washed with methylene chloride and the filtrate is concentrated in vacuo. The concentrated residue is then washed once with a 2 N solution of potassium hydroxide and ...